Dataset: the Open Reaction Database (ORD), a public repository of structured organic reaction records. Task: describe an organic reaction: reactants, conditions, products, and yield The reactants are C(C1=CC=CC=C1)[C@H](C(=O)O)CC[C@@H](C(N[C@H]1C(N(CCCC1)C1=CC=CC=C1)=O)=O)CC1=CC=CC=C1 ((2R,5R)-2,5-Dibenzyl-6-oxo-6-((R)-2-oxo-1-phenylazepan-3-ylamino)hexanoic acid), Cl.N[C@@H]1C(N2[C@@H](SCC1)CCC[C@H]2COC)=O ((4S,7S,10aS)-4-Amino-7-(methoxymethyl)hexahydro-2H-pyrido[2,1-b][1,3]thiazepin-5(7H)-one hydrochloride). Yields the product C(C1=CC=CC=C1)[C@H](C(=O)N[C@@H]1C(N2[C@@H](SCC1)CCC[C@H]2COC)=O)CC[C@@H](C(=O)N[C@@H]2C(N(CCCC2)C2=CC=CC=C2)=O)CC2=CC=CC=C2 ((2R,5R)-2,5-Dibenzyl-N1-((4S,7S,10aS)-7-(methoxymethyl)-5-oxooctahydro-2H-pyrido[2,1-b][1,3]thiazepin-4-yl)-N6-((S)-2-oxo-1-phenylazepan-3-yl)hexanediamide), solid. Isolated yield 53.0%. Reaction SMILES: [CH2:1]([C@@H:8]([CH2:12][CH2:13][C@H:14]([CH2:32][C:33]1[CH:38]=[CH:37][CH:36]=[CH:35][CH:34]=1)[C:15](=[O:31])[NH:16][C@@H:17]1[CH2:23][CH2:22][CH2:21][CH2:20][N:19]([C:24]2[CH:29]=[CH:28][CH:27]=[CH:26][CH:25]=2)[C:18]1=[O:30])[C:9](O)=[O:10])[C:2]1[CH:7]=[CH:6][CH:5]=[CH:4][CH:3]=1.Cl.[NH2:40][C@H:41]1[CH2:47][CH2:46][S:45][C@H:44]2[CH2:48][CH2:49][CH2:50][C@@H:51]([CH2:52][O:53][CH3:54])[N:43]2[C:42]1=[O:55]>>[CH2:1]([C@@H:8]([CH2:12][CH2:13][C@H:14]([CH2:32][C:33]1[CH:34]=[CH:35][CH:36]=[CH:37][CH:38]=1)[C:15]([NH:16][C@H:17]1[CH2:23][CH2:22][CH2:21][CH2:20][N:19]([C:24]2[CH:25]=[CH:26][CH:27]=[CH:28][CH:29]=2)[C:18]1=[O:30])=[O:31])[C:9]([NH:40][C@H:41]1[CH2:47][CH2:46][S:45][C@H:44]2[CH2:48][CH2:49][CH2:50][C@@H:51]([CH2:52][O:53][CH3:54])[N:43]2[C:42]1=[O:55])=[O:10])[C:2]1[CH:7]=[CH:6][CH:5]=[CH:4][CH:3]=1 |f:1.2|. Procedure details: (2R,5R)-2,5-Dibenzyl-N1-((4S,7S,10aS)-7-(methoxymethyl)-5-oxooctahydro-2H-pyrido[2,1-b][1,3]thiazepin-4-yl)-N6-((S)-2-oxo-1-phenylazepan-3-yl)hexanediamide was synthesized as described in General Procedure H using Intermediate 24 (10 mg, 0.020 mmol) and Intermediate 66 (6.6 mg, 0.023 mmol) to give a white solid (7.6 mg, 53% yield). Anal. Calcd. for C43H54N4O5S m/z 738.7. found: 739.3 (M+H)+; 1H NMR (400 MHz, CDCl3) δ ppm 7.38 (2H, t, J=7.8 Hz), 7.30-7.18 (3H, m), 7.18-7.09 (8H, m), 6.91 (1H, d, ... Starting materials: C(C)OC(CN([C@@H](C)C1=CC=CC=C1)CCC=C)=O ([But-3-enyl-((S)-1-phenyl-ethyl)-amino]-acetic acid ethyl ester), [Li+].CC(C)[N-]C(C)C (LDA), C(C=C)Br (allyl bromide), C(#N)[Cu] (CuCN), [Li+].[Cl-] (LiCl). Reagents/catalysts: [Zn+2].[Br-].[Br-] (ZnBr2). Run in C1CCOC1 (THF), CCOCC (ether), C1CCOC1 (THF). Reaction conditions: temperature -20 celsius, time 30 minute. Yields the product C(C)OC(=O)[C@H]1N(CC[C@H]1CCC=C)[C@@H](C)C1=CC=CC=C1 ((2S,3R)-3-But-3-enyl-1-((S)-1-phenyl-ethyl)-pyrrolidine-2-carboxylic acid ethyl ester). Isolated yield 82.6%. As a reaction SMILES: [Li+].[CH3:2][CH:3]([N-]C(C)C)[CH3:4].[CH2:9]([O:11][C:12](=[O:27])[CH2:13][N:14]([CH2:23][CH2:24][CH:25]=[CH2:26])[C@H:15]([C:17]1[CH:22]=[CH:21][CH:20]=[CH:19][CH:18]=1)[CH3:16])[CH3:10].C([Cu])#N.[Li+].[Cl-].C(Br)C=C>C1COCC1.CCOCC.[Zn+2].[Br-].[Br-]>[CH2:9]([O:11][C:12]([C@@H:13]1[C@H:25]([CH2:26][CH2:4][CH:3]=[CH2:2])[CH2:24][CH2:23][N:14]1[C@H:15]([C:17]1[CH:18]=[CH:19][CH:20]=[CH:21][CH:22]=1)[CH3:16])=[O:27])[CH3:10] |f:0.1,4.5,9.10.11|. Reported procedure: To a solution of diisopropylamine(3.6 g, 35.7 mmol) in THF(80 mL) at −40° C. is added BuLi(14.28 mL, 35.7 mmol, 2.5 M in hexane) slowly. The solution is warmed to 0° C. and stirred for 30 min to form an LDA solution. The LDA solution is cooled to −70° C. and added to a solution of [But-3-enyl-((S)-1-phenyl-ethyl)-amino]-acetic acid ethyl ester(7.8 g, 29.8 mmol) in THF (80 mL) slowly at −70° C. The light yellowish reaction solution is stirred at −20° C. for 30 min to become a deep yellow solution... Reactants: ClC1=NC2=CC(=CC(=C2C(=C1C)Cl)F)F (2,4-dichloro-5,7-difluoro-3-methylquinoline), C([O-])([O-])=O.[K+].[K+] (potassium carbonate), CC1=C(C=CC=C1C)B(O)O (2,3-dimethylphenylboronic acid), palladium tetrakistriphenylphosphine. Run in C1(=CC=CC=C1)C (toluene). Yields the product ClC1=C(C(=NC2=CC(=CC(=C12)F)F)C1=C(C(=CC=C1)C)C)C (4-chloro-2-(2,3-dimethylphenyl)-5,7-difluoro-3-methylquinoline). RXN SMILES: Cl[C:2]1[C:11]([CH3:12])=[C:10]([Cl:13])[C:9]2[C:4](=[CH:5][C:6]([F:15])=[CH:7][C:8]=2[F:14])[N:3]=1.[CH3:16][C:17]1[C:22]([CH3:23])=[CH:21][CH:20]=[CH:19][C:18]=1B(O)O.C(=O)([O-])[O-].[K+].[K+]>C1(C)C=CC=CC=1>[Cl:13][C:10]1[C:9]2[C:4](=[CH:5][C:6]([F:15])=[CH:7][C:8]=2[F:14])[N:3]=[C:2]([C:18]2[CH:19]=[CH:20][CH:21]=[C:22]([CH3:23])[C:17]=2[CH3:16])[C:11]=1[CH3:12] |f:2.3.4|. Procedure details: The Suzuki coupled product was prepared according to Procedure F using 2,4-dichloro-5,7-difluoro-3-methylquinoline (0.5 g, 2.02 mmol), 2,3-dimethylphenylboronic acid (0.333 g, 2.22 mmol), palladium tetrakistriphenylphosphine (0.23 g, 0.20 mmol), potassium carbonate (0.557 g, 4.03 mmol) in toluene (4 mL) at 100° C. for 16 h to give 4-chloro-2-(2,3-dimethylphenyl)-5,7-difluoro-3-methylquinoline as a white solid. Mass Spectrum (ESI) m/e=318.1 (M+1).